Dataset: the Open Reaction Database (ORD), a public repository of structured organic reaction records. Task: describe an organic reaction: reactants, conditions, products, and yield Reactants: C([O-])([O-])=O.[Na+].[Na+] (Sodium carbonate), ClC(=O)OCC1=CC=CC=C1 (benzyl chloroformate), NC1=C(C=CC(=C1)C(F)(F)F)CO (2-amino-4-trifluoromethyl-1-hydroxymethylbenzene), O.O1CCCC1 (water tetrahydrofuran), solution. Solvent: O (water), C(C)OCC (Diethyl ether). Reaction conditions: time 21 hour. Product: C(C1=CC=CC=C1)OC(=O)NC1=C(C=CC(=C1)C(F)(F)F)CO (2-benzyloxycarbonylamino-4-trifluoromethyl-1-hydroxymethylbenzene). Isolated yield 98.9%. RXN SMILES: C(=O)([O-])[O-].[Na+].[Na+].Cl[C:8]([O:10][CH2:11][C:12]1[CH:17]=[CH:16][CH:15]=[CH:14][CH:13]=1)=[O:9].[NH2:18][C:19]1[CH:24]=[C:23]([C:25]([F:28])([F:27])[F:26])[CH:22]=[CH:21][C:20]=1[CH2:29][OH:30].O.O1CCCC1>O.C(OCC)C>[CH2:11]([O:10][C:8]([NH:18][C:19]1[CH:24]=[C:23]([C:25]([F:26])([F:27])[F:28])[CH:22]=[CH:21][C:20]=1[CH2:29][OH:30])=[O:9])[C:12]1[CH:17]=[CH:16][CH:15]=[CH:14][CH:13]=1 |f:0.1.2,5.6|. Procedure details: 1H-NMR (CDCl3): δ 1.65 (1H, brs), 4.35 (2H, brs), 4.71 (2H, s), 6.95 (1H, dd), 6.91 (1H, s), 7.16 (1H, d). (c) Sodium carbonate (2.5 g, 23.6 mmol) and benzyl chloroformate (3.3 ml, 23.1 mmol) were added to a solution of 2-amino-4-trifluoromethyl-1-hydroxymethylbenzene (4.08 g, 21.3 mmol), prepared in the step (b), in a water-tetrahydrofuran 1:1 solution (40 ml), and the mixture was stirred at room temperature for 21 hr. Diethyl ether and water were added to the reaction mixture, followed by extr...